Dataset: the Open Reaction Database (ORD), a public repository of structured organic reaction records. Task: describe an organic reaction: reactants, conditions, products, and yield Reactants: Nc1ncnc2c1ncn2Cc1ccc(C(=O)c2ccccc2)cc1, O=C(c1ccccc1)c1ccc(CCl)cc1, Clc1ncnc2nc[nH]c12, [K+], [K+], O=C([O-])[O-], CN(C)C=O, O. Yields the product O=C(c1ccccc1)c1ccc(Cn2cnc3c(Cl)ncnc32)cc1. Reaction SMILES: [C:1]([c:2]1[cH:3][cH:4][cH:5][cH:6][cH:7]1)(=[O:8])[c:9]1[cH:10][cH:11][c:12]([CH2:13][n:14]2[c:15]3[n:16][cH:17][n:18][c:19]([NH2:23])[c:20]3[n:21][cH:22]2)[cH:24][cH:25]1.[C:36]([c:37]1[cH:38][cH:39][c:40]([CH2:41][Cl:42])[cH:43][cH:44]1)(=[O:45])[c:46]1[cH:47][cH:48][cH:49][cH:50][cH:51]1.[Cl:26][c:27]1[n:28][cH:29][n:30][c:31]2[c:32]1[nH:33][cH:34][n:35]2.[K+:52].[K+:53].[O-:54][C:55]([O-:56])=[O:57].[O:58]=[CH:59][N:60]([CH3:61])[CH3:62].[OH2:63]>>[C:1]([c:2]1[cH:3][cH:4][cH:5][cH:6][cH:7]1)(=[O:8])[c:9]1[cH:10][cH:11][c:12]([CH2:13][n:14]2[c:15]3[n:16][cH:17][n:18][c:19]([Cl:26])[c:20]3[n:21][cH:22]2)[cH:24][cH:25]1. Starting materials: Cl (hydrochloric acid), C1(=CC=CC=C1)C=1C(=CN(C1)CC1=CC=C(C=C1)OCC=1N=C(SC1)C=1C=NC=CC1)CCC(=O)OCC (ethyl 3-[4-phenyl-1-[4-[2-(3-pyridyl)-4-thiazolylmethoxy]benzyl]-3-pyrrolyl]propionate), [OH-].[Na+] (sodium hydroxide), O1CCCC1 (tetrahydrofuran). Run in C(C)O (ethanol). Conditions: time 6 hour. The product is C1(=CC=CC=C1)C=1C(=CN(C1)CC1=CC=C(C=C1)OCC=1N=C(SC1)C=1C=NC=CC1)CCC(=O)O (3-[4-phenyl-1-[4-[2-(3-pyridyl)-4-thiazolylmethoxy]benzyl]-3-pyrrolyl]propionic acid). Yield: 86.6%. Reaction SMILES: [C:1]1([C:7]2[C:8]([CH2:32][CH2:33][C:34]([O:36]CC)=[O:35])=[CH:9][N:10]([CH2:12][C:13]3[CH:18]=[CH:17][C:16]([O:19][CH2:20][C:21]4[N:22]=[C:23]([C:26]5[CH:27]=[N:28][CH:29]=[CH:30][CH:31]=5)[S:24][CH:25]=4)=[CH:15][CH:14]=3)[CH:11]=2)[CH:6]=[CH:5][CH:4]=[CH:3][CH:2]=1.[OH-].[Na+].O1CCCC1.Cl>C(O)C>[C:1]1([C:7]2[C:8]([CH2:32][CH2:33][C:34]([OH:36])=[O:35])=[CH:9][N:10]([CH2:12][C:13]3[CH:14]=[CH:15][C:16]([O:19][CH2:20][C:21]4[N:22]=[C:23]([C:26]5[CH:27]=[N:28][CH:29]=[CH:30][CH:31]=5)[S:24][CH:25]=4)=[CH:17][CH:18]=3)[CH:11]=2)[CH:6]=[CH:5][CH:4]=[CH:3][CH:2]=1 |f:1.2|. Procedure: A mixture of ethyl 3-[4-phenyl-1-[4-[2-(3-pyridyl)-4-thiazolylmethoxy]benzyl]-3-pyrrolyl]propionate (655 mg), 1N aqueous sodium hydroxide solution (2.5 ml), tetrahydrofuran (5 ml), and ethanol (5 ml) was stirred at room temperature for 6 hours, and 1N hydrochloric acid (2.5 ml) was added to the mixture, which was extracted with ethyl acetate. The ethyl acetate layer was washed with saturated aqueous sodium chloride solution, dried (MgSO4), then concentrated. The colorless crystals obtained were ... Reactants: C(C)(C)(C)O[C@H](C(=O)O)C1=C(C2=C(N=C(S2)C2=NC(=CC=C2)N2CCN(CC2)C(C)C)C=C1C)C1=CC=C(C=C1)Cl ((S)-2-tert-butoxy-2-(7-(4-chlorophenyl)-2-(6-(4-isopropylpiperazin-1-yl)pyridin-2-yl)-5-methylbenzo[d]thiazol-6-yl)acetic acid), O1CC(C1)N1CCNCC1 (1-(oxetan-3-yl)piperazine). Procedure details: (S)-2-tert-butoxy-2-(7-(4-chlorophenyl)-5-methyl-2-(6-(4-(oxetan-3-yl)piperazin-1-yl)pyridin-2-yl)benzo[d]thiazol-6-yl)acetic acid was prepared in a similar manner as (S)-2-tert-butoxy-2-(7-(4-chlorophenyl)-2-(6-(4-isopropylpiperazin-1-yl)pyridin-2-yl)-5-methylbenzo[d]thiazol-6-yl)acetic acid, except using 1-(oxetan-3-yl)piperazine instead of 1-isopropylpiperazine. LCMS-ESI+: calc'd for C32H36ClN4O4S: 607.2 (M+H+); Found: 607.2 (M+H+); 1H NMR (400 MHz, CD3OD): δ 7.70-7.81 (m, 3H), 7.64 (m, 1H), ... Yields the product C(C)(C)(C)O[C@H](C(=O)O)C1=C(C2=C(N=C(S2)C2=NC(=CC=C2)N2CCN(CC2)C2COC2)C=C1C)C1=CC=C(C=C1)Cl ((S)-2-tert-butoxy-2-(7-(4-chlorophenyl)-5-methyl-2-(6-(4-(oxetan-3-yl)piperazin-1-yl)pyridin-2-yl)benzo[d]thiazol-6-yl)acetic acid). Reaction SMILES: [C:1]([O:5][C@@H:6]([C:10]1[C:33]([CH3:34])=[CH:32][C:13]2[N:14]=[C:15]([C:17]3[CH:22]=[CH:21][CH:20]=[C:19]([N:23]4[CH2:28][CH2:27][N:26]([CH:29]([CH3:31])[CH3:30])[CH2:25][CH2:24]4)[N:18]=3)[S:16][C:12]=2[C:11]=1[C:35]1[CH:40]=[CH:39][C:38]([Cl:41])=[CH:37][CH:36]=1)[C:7]([OH:9])=[O:8])([CH3:4])([CH3:3])[CH3:2].[O:42]1CC(N2CCNCC2)C1>>[C:1]([O:5][C@@H:6]([C:10]1[C:33]([CH3:34])=[CH:32][C:13]2[N:14]=[C:15]([C:17]3[CH:22]=[CH:21][CH:20]=[C:19]([N:23]4[CH2:28][CH2:27][N:26]([CH:29]5[CH2:30][O:42][CH2:31]5)[CH2:25][CH2:24]4)[N:18]=3)[S:16][C:12]=2[C:11]=1[C:35]1[CH:36]=[CH:37][C:38]([Cl:41])=[CH:39][CH:40]=1)[C:7]([OH:9])=[O:8])([CH3:3])([CH3:4])[CH3:2]. Starting materials: BrC=1C=C2CCCNC2=CC1 (6-bromo-1,2,3,4-tetrahydro-quinoline), C([O-])([O-])=O.[K+].[K+] (potassium carbonate), [I-].[Na+] (sodium iodide), COC1=CC=C(CCl)C=C1 (4-methoxybenzyl chloride). The solvent is CN(C=O)C (dimethylformamide). Reaction conditions: temperature 50 celsius, time 18 hour. The product is BrC=1C=C2CCCN(C2=CC1)CC1=CC=C(C=C1)OC (6-bromo-1-(4-methoxy-benzyl)-1,2,3,4-tetrahydro-quinoline). The yield is 62.2%. As a reaction SMILES: [Br:1][C:2]1[CH:3]=[C:4]2[C:9](=[CH:10][CH:11]=1)[NH:8][CH2:7][CH2:6][CH2:5]2.C(=O)([O-])[O-].[K+].[K+].[I-].[Na+].[CH3:20][O:21][C:22]1[CH:29]=[CH:28][C:25]([CH2:26]Cl)=[CH:24][CH:23]=1>CN(C)C=O>[Br:1][C:2]1[CH:3]=[C:4]2[C:9](=[CH:10][CH:11]=1)[N:8]([CH2:26][C:25]1[CH:28]=[CH:29][C:22]([O:21][CH3:20])=[CH:23][CH:24]=1)[CH2:7][CH2:6][CH2:5]2 |f:1.2.3,4.5|. Procedure details: To a stirred solution of 6-bromo-1,2,3,4-tetrahydro-quinoline (3.00 g, 12.1 mmol) in dimethylformamide (25 mL) was added potassium carbonate (3.3 g, 24.1 mmol), sodium iodide (0.905 g, 6.0 mmol) and 4-methoxybenzyl chloride (2.5 mL, 18.1 mmol) and heated at 50° C. After 18 h, reaction mixture was cooled to room temperature and quenched by the addition of water and extracted with ethyl acetate (2×20 mL). The organic layer was washed with water (2×20 mL), brine (20 mL), dried over sodium sulfate, ... Reactants: ClC1=NC=NC2=CC=C(C=C12)Cl (4,6-Dichloroquinazoline), S(=O)(C1=CC=C(C=C1)N)(=O)O (sulphanilic acid). Solvent: C(C)O (ethanol). Product: ClC=1C=C2C(=NC=NC2=CC1)NC1=CC=C(C=C1)S(=O)(=O)O (4-(6-Chloro-4-quinazolinylamino)benzenesulphonic acid). Isolated yield 91.3%. As a reaction SMILES: Cl[C:2]1[C:11]2[C:6](=[CH:7][CH:8]=[C:9]([Cl:12])[CH:10]=2)[N:5]=[CH:4][N:3]=1.[S:13]([OH:23])(=[O:22])([C:15]1[CH:20]=[CH:19][C:18]([NH2:21])=[CH:17][CH:16]=1)=[O:14]>C(O)C>[Cl:12][C:9]1[CH:10]=[C:11]2[C:6](=[CH:7][CH:8]=1)[N:5]=[CH:4][N:3]=[C:2]2[NH:21][C:18]1[CH:19]=[CH:20][C:15]([S:13]([OH:23])(=[O:14])=[O:22])=[CH:16][CH:17]=1. Procedure: 4,6-Dichloroquinazoline (5.9 g, 0.03 mole) was added portionwise to sulphanilic acid (5.2 g, 0.03 mole) in 50% aqueous ethanol (200 ml) at 90° C. with stirring. The mixture was refluxed for 2 hours, cooled and filtered. The solid was washed with 50% aqueous ethanol and dried in an oven to give the title compound (9.2 g) as the hemihydrate m.p. greater than 300° C.